Dataset: the Open Reaction Database (ORD), a public repository of structured organic reaction records. Task: describe an organic reaction: reactants, conditions, products, and yield The reactants are COC(C(CC1=CC=C(C=C1)O)SCC)=O (2-ethylsulfanyl-3-(4-hydroxyphenyl)propanoic acid methyl ester), C(C)(C)(C)OC(=O)NC1=CC=C(C=C1)CCOS(=O)(=O)C1=CC=C(C=C1)C (2-(4-(tert-butoxycarbonylamino)phenyl]ethyl-4-methylbenzenesulfonate), [OH-].[Na+] (Sodium hydroxide), CS(=O)C (DMSO), [OH-].[Na+] (Sodium hydroxide). The solvent is O1CCCC1 (tetrahydrofuran), O (water). Conditions: time 4 hour. The product is petroleum ether diethyl ether, C(C)(C)(C)OC(=O)NC1=CC=C(C=C1)CCOC1=CC=C(C=C1)CC(C(=O)O)SCC (3-[4-{2-(4-[tert-butoxycarbonylamino]phenyl)ethoxy}phenyl]-2-ethylsulfanylpropanoic acid). Yield: 105.8%. Reaction SMILES: [OH-].[Na+].CS(C)=O.C[O:8][C:9](=[O:22])[CH:10]([S:19][CH2:20][CH3:21])[CH2:11][C:12]1[CH:17]=[CH:16][C:15]([OH:18])=[CH:14][CH:13]=1.[C:23]([O:27][C:28]([NH:30][C:31]1[CH:36]=[CH:35][C:34]([CH2:37][CH2:38]OS(C2C=CC(C)=CC=2)(=O)=O)=[CH:33][CH:32]=1)=[O:29])([CH3:26])([CH3:25])[CH3:24]>O.O1CCCC1>[C:23]([O:27][C:28]([NH:30][C:31]1[CH:36]=[CH:35][C:34]([CH2:37][CH2:38][O:18][C:15]2[CH:16]=[CH:17][C:12]([CH2:11][CH:10]([S:19][CH2:20][CH3:21])[C:9]([OH:8])=[O:22])=[CH:13][CH:14]=2)=[CH:33][CH:32]=1)=[O:29])([CH3:26])([CH3:25])[CH3:24] |f:0.1|. Procedure details: Sodium hydroxide (0.14 g; 3.5 mmole) was pulverized and added to DMSO (15 ml). 2-ethylsulfanyl-3-(4-hydroxyphenyl)propanoic acid methyl ester (described in Example 43b) (0.21 g, 0.87 mmole) was added and the resulting mixture was stirred at room temperature for 10 minutes before addition of 2-(4-(tert-butoxycarbonylamino)phenyl]ethyl-4-methylbenzenesulfonate (described in Example 40a) (0.342 g; 0.87 mmole). The reaction mixture was stirred at room temperature for 4 hours. Sodium hydroxide (1.08 ... The reactants are CCCNCc1cc(Oc2cccc(N(C(=O)OCc3ccccc3)C3CCCCC3)c2)ccc1N, CCO, N#CBr. Product: CCCN1Cc2cc(Oc3cccc(N(C(=O)OCc4ccccc4)C4CCCCC4)c3)ccc2N=C1N. Reaction SMILES: [CH2:1]([c:2]1[cH:3][cH:4][cH:5][cH:6][cH:7]1)[O:8][C:9]([N:10]([CH:11]1[CH2:12][CH2:13][CH2:14][CH2:15][CH2:16]1)[c:17]1[cH:18][c:19]([O:23][c:24]2[cH:25][c:26]([CH2:31][NH:32][CH2:33][CH2:34][CH3:35])[c:27]([NH2:30])[cH:28][cH:29]2)[cH:20][cH:21][cH:22]1)=[O:36].[CH3:40][CH2:41][OH:42].[N:37]#[C:38][Br:39]>>[CH2:1]([c:2]1[cH:3][cH:4][cH:5][cH:6][cH:7]1)[O:8][C:9]([N:10]([CH:11]1[CH2:12][CH2:13][CH2:14][CH2:15][CH2:16]1)[c:17]1[cH:18][c:19]([O:23][c:24]2[cH:25][c:26]3[c:27]([cH:28][cH:29]2)[N:30]=[C:38]([NH2:37])[N:32]([CH2:33][CH2:34][CH3:35])[CH2:31]3)[cH:20][cH:21][cH:22]1)=[O:36]. The reactants are CCOC(C)=O, [Cl-], O=C(O)c1cccnc1Cl, CC1(C)CCc2c(N)cccc21, O, c1ccncc1. The product is CC1(C)CCc2c(NC(=O)c3cccnc3Cl)cccc21. Reaction SMILES: [CH3:31][CH2:32][O:33][C:34](=[O:35])[CH3:36].[Cl-:19].[Cl:20][c:21]1[c:22]([C:23](=[O:24])[OH:25])[cH:26][cH:27][cH:28][n:29]1.[NH2:1][c:2]1[c:3]2[c:7]([cH:8][cH:9][cH:10]1)[C:6]([CH3:11])([CH3:12])[CH2:5][CH2:4]2.[OH2:30].[cH:13]1[cH:14][cH:15][n:16][cH:17][cH:18]1>>[NH:1]([c:2]1[c:3]2[c:7]([cH:8][cH:9][cH:10]1)[C:6]([CH3:11])([CH3:12])[CH2:5][CH2:4]2)[C:23]([c:22]1[c:21]([Cl:20])[n:29][cH:28][cH:27][cH:26]1)=[O:24]. Starting materials: C(=O)([O-])[O-].[K+].[K+] (K2CO3), C(=O)(C(F)(F)F)O (TFA), C(C=C)C1(CCNCC1)C(=O)OCC (ethyl 4-allyl-isonipecotate), BrCC(=O)OCC (ethyl bromoacetate), Cl (HCl). Solvent: C1(=CC=CC=C1)C (toluene). Run at temperature 80 celsius. The product is C(C=C)C1(CCN(CC1)CC(=O)OCC)C(=O)OCC (ethyl 4-allyl-N-ethoxycarbonylmethyl-isonipecotate). As a reaction SMILES: C(O)(C(F)(F)F)=O.[CH2:8]([C:11]1([C:17]([O:19][CH2:20][CH3:21])=[O:18])[CH2:16][CH2:15][NH:14][CH2:13][CH2:12]1)[CH:9]=[CH2:10].Br[CH2:23][C:24]([O:26][CH2:27][CH3:28])=[O:25].C([O-])([O-])=O.[K+].[K+].Cl>C1(C)C=CC=CC=1>[CH2:8]([C:11]1([C:17]([O:19][CH2:20][CH3:21])=[O:18])[CH2:16][CH2:15][N:14]([CH2:23][C:24]([O:26][CH2:27][CH3:28])=[O:25])[CH2:13][CH2:12]1)[CH:9]=[CH2:10] |f:3.4.5|. Procedure: The crude TFA salt of ethyl 4-allyl-isonipecotate and ethyl bromoacetate (23.5 g, 141 mmol) were dissolved in toluene. To this solution was added anhydrous K2CO3 (70.7 g, 512 mmol), and the resulting suspension was warmed to 80° C. for 15 minutes. The reaction mixture was cooled down, and adjusted at pH=8.0 with dil.HCl. The resulting solution was worked-up by an ordinal procedure (extraction with ethyl acetate, washing with brine, drying over Na2SO4, concentration by evaporation) to provide 37.... Reactants: BrCc1ccccc1, O=C(O)c1cc2cc(Br)ccc2[nH]1, CC#N, C1CCC2=NCCCN2CC1. The product is O=C(OCc1ccccc1)c1cc2cc(Br)ccc2[nH]1. RXN SMILES: [Br:1][CH2:2][c:3]1[cH:4][cH:5][cH:6][cH:7][cH:8]1.[Br:20][c:21]1[cH:22][c:23]2[cH:24][c:25]([C:30](=[O:31])[OH:32])[nH:26][c:27]2[cH:28][cH:29]1.[CH3:33][C:34]#[N:35].[N:9]12[CH2:10][CH2:11][CH2:12][N:13]=[C:14]1[CH2:15][CH2:16][CH2:17][CH2:18][CH2:19]2>>[CH2:2]([c:3]1[cH:4][cH:5][cH:6][cH:7][cH:8]1)[O:32][C:30]([c:25]1[cH:24][c:23]2[cH:22][c:21]([Br:20])[cH:29][cH:28][c:27]2[nH:26]1)=[O:31]. Starting materials: CC(C)(C)OC(=O)N1CCN(S(=O)(=O)c2ccc(OC(F)(F)F)cc2)C(C(=O)NCc2ccc(OC(F)(F)F)cc2)C1, Cl, C1COCCO1. Product: O=C(NCc1ccc(OC(F)(F)F)cc1)C1CNCCN1S(=O)(=O)c1ccc(OC(F)(F)F)cc1. Reaction SMILES: [C:1]([O:2][C:3](=[O:4])[N:8]1[CH2:9][CH:10]([C:28]([NH:29][CH2:30][c:31]2[cH:32][cH:33][c:34]([O:37][C:38]([F:39])([F:40])[F:41])[cH:35][cH:36]2)=[O:42])[N:11]([S:14](=[O:15])(=[O:16])[c:17]2[cH:18][cH:19][c:20]([O:23][C:24]([F:25])([F:26])[F:27])[cH:21][cH:22]2)[CH2:12][CH2:13]1)([CH3:5])([CH3:6])[CH3:7].[ClH:49].[O:43]1[CH2:44][CH2:45][O:46][CH2:47][CH2:48]1>>[NH:8]1[CH2:9][CH:10]([C:28]([NH:29][CH2:30][c:31]2[cH:32][cH:33][c:34]([O:37][C:38]([F:39])([F:40])[F:41])[cH:35][cH:36]2)=[O:42])[N:11]([S:14](=[O:15])(=[O:16])[c:17]2[cH:18][cH:19][c:20]([O:23][C:24]([F:25])([F:26])[F:27])[cH:21][cH:22]2)[CH2:12][CH2:13]1.